Dataset: the Open Reaction Database (ORD), a public repository of structured organic reaction records. Task: describe an organic reaction: reactants, conditions, products, and yield Reactants: O1CC(CC(C2=C1C=CC=C2)=O)=O (2,3,4,5-tetrahydro-1-benzoxepin-3,5-dione), C1(=CC=C(C=C1)S(=O)(=O)O)C (p-toluene sulfonic acid), C(C)(C)N (isopropylamine). Run in ClCCl (dichloromethane). The product is C(C)(C)NC=1COC2=C(C(C1)=O)C=CC=C2 (3-isopropylamino-1-benzoxepin-5(2H)-one). Reaction SMILES: [O:1]1[C:7]2[CH:8]=[CH:9][CH:10]=[CH:11][C:6]=2[C:5](=[O:12])[CH2:4][C:3](=O)[CH2:2]1.C1(C)C=CC(S(O)(=O)=O)=CC=1.[CH:25]([NH2:28])([CH3:27])[CH3:26]>ClCCl>[CH:25]([NH:28][C:3]1[CH2:2][O:1][C:7]2[CH:8]=[CH:9][CH:10]=[CH:11][C:6]=2[C:5](=[O:12])[CH:4]=1)([CH3:27])[CH3:26]. Procedure: A solution of 17.6 g (0.1 mole) 2,3,4,5-tetrahydro-1-benzoxepin-3,5-dione and a spatula tip of p-toluene sulfonic acid in 200 ml dichloromethane are mixed while stirring with 6 g (0.1 mole) isopropylamine and subsequently stirred to the end of the reaction at room temperature. After concentration of the solution a product is obtained by filtering off under suction and by recrystallizing from butylacetate. 13.5 g (62% of the theoretical yield) of 3-isopropylamino-1-benzoxepin-5(2H)-one are obtain... Reactants: ClC1=CC=C2C(=CN(C2=C1)CC(=O)O)C(=O)N1CCC(CC1)C1=C(C=CC=C1)F ({6-chloro-3-[4-(2-fluoro-phenyl)-piperidine-1-carbonyl]-indol-1-yl}-acetic acid), C(C)(C)(C)OC(N(C)CCN)=O ((2-amino-ethyl)-methyl-carbamic acid tert-butyl ester), Cl (HCl). Yields the product Cl.ClC1=CC=C2C(=CN(C2=C1)CC(=O)NCCNC)C(=O)N1CCC(CC1)C1=C(C=CC=C1)F (2-{6-Chloro-3-[4-(2-fluoro-phenyl)-piperidine-1-carbonyl]-indol-1-yl}-N-(2-methylamino-ethyl)-acetamide hydrochloride). As a reaction SMILES: [Cl:1][C:2]1[CH:10]=[C:9]2[C:5]([C:6]([C:15]([N:17]3[CH2:22][CH2:21][CH:20]([C:23]4[CH:28]=[CH:27][CH:26]=[CH:25][C:24]=4[F:29])[CH2:19][CH2:18]3)=[O:16])=[CH:7][N:8]2[CH2:11][C:12](O)=[O:13])=[CH:4][CH:3]=1.C(O[C:35](=O)[N:36]([CH2:38][CH2:39][NH2:40])C)(C)(C)C.Cl>>[ClH:1].[Cl:1][C:2]1[CH:10]=[C:9]2[C:5]([C:6]([C:15]([N:17]3[CH2:22][CH2:21][CH:20]([C:23]4[CH:28]=[CH:27][CH:26]=[CH:25][C:24]=4[F:29])[CH2:19][CH2:18]3)=[O:16])=[CH:7][N:8]2[CH2:11][C:12]([NH:40][CH2:39][CH2:38][NH:36][CH3:35])=[O:13])=[CH:4][CH:3]=1 |f:3.4|. Procedure: Following general procedure I, the coupling of {6-chloro-3-[4-(2-fluoro-phenyl)-piperidine-1-carbonyl]-indol-1-yl}-acetic acid (preparation described herein), with (commercially available) (2-amino-ethyl)-methyl-carbamic acid tert-butyl ester gave, after treatment with HCl, the title compound. The reactants are OCc1ccc(Br)cc1, CC(C)(C)[O-], CS(C)=O, CCOC(C)=O, [Cl-], Fc1ccccn1, [K+], [Na+], O. The product is Brc1ccc(COc2ccccn2)cc1. Reaction SMILES: [Br:1][c:2]1[cH:3][cH:4][c:5]([CH2:6][OH:7])[cH:8][cH:9]1.[CH3:10][C:11]([CH3:12])([O-:13])[CH3:14].[CH3:26][S:27]([CH3:28])=[O:29].[CH3:30][CH2:31][O:32][C:33](=[O:34])[CH3:35].[Cl-:24].[F:16][c:17]1[n:18][cH:19][cH:20][cH:21][cH:22]1.[K+:15].[Na+:25].[OH2:23]>>[Br:1][c:2]1[cH:3][cH:4][c:5]([CH2:6][O:7][c:17]2[n:18][cH:19][cH:20][cH:21][cH:22]2)[cH:8][cH:9]1. Starting materials: C1CCOC1, CC#N, Cl, CCOC(=O)CCc1ccc(C(F)(F)F)cc1, [H-], [Na+], O. Product: N#CCC(=O)CCc1ccc(C(F)(F)F)cc1. As a reaction SMILES: [CH2:24]1[O:25][CH2:26][CH2:27][CH2:28]1.[CH3:3][C:4]#[N:5].[ClH:23].[F:6][C:7]([c:8]1[cH:9][cH:10][c:11]([CH2:14][CH2:15][C:16](=[O:17])[O:18][CH2:19][CH3:20])[cH:12][cH:13]1)([F:21])[F:22].[H-:1].[Na+:2].[OH2:29]>>[CH2:3]([C:4]#[N:5])[C:16]([CH2:15][CH2:14][c:11]1[cH:10][cH:9][c:8]([C:7]([F:6])([F:21])[F:22])[cH:13][cH:12]1)=[O:17]. The reactants are C#C (acetylene), C#C (acetylene), Cl[SiH](Cl)C([Si](Cl)(Cl)Cl)[SiH](Cl)Cl (bis(dichlorosilyl)trichlorosilylmethane), H2PtCl6. Reaction conditions: time 10 hour. The product is Cl[Si]1(C([Si](C=C1)(Cl)Cl)[Si](Cl)(Cl)Cl)Cl (1,1,3,3-tetrachloro-2-trichlorosilyl-1,3-disilacyclopent-4-ene). Yield: 81.4%. RXN SMILES: [CH:1]#[CH:2].[Cl:3][SiH:4]([CH:6]([SiH:11]([Cl:13])[Cl:12])[Si:7]([Cl:10])([Cl:9])[Cl:8])[Cl:5]>>[Cl:5][Si:4]1([Cl:3])[CH:2]=[CH:1][Si:11]([Cl:12])([Cl:13])[CH:6]1[Si:7]([Cl:8])([Cl:10])[Cl:9]. Procedure: Hydrosilation of acetylene with bis(dichlorosilyl)trichlorosilylmethane in the presence of H2PtCl6. To a 50 ml, three-necked, dried, flask equipped with a magnetic stirrer was added 200 μl of a 0.1 M H2PtCl6 /isopropyl alcohol (IPA) solution. The flask was placed under dry nitrogen atmosphere and the IPA removed under vacuum. Then, 6.29 g of bis(dichlorosilyl)trichlorosilylmethane and 25 ml of dried benzene were added to the flask forming a solution. The solution was maintained at reflux tempera... Starting materials: FC1=CC=C(C=C1)C1=C(N=C(O1)C(F)(F)F)C(=O)O (5-(4-fluorophenyl)-2-(trifluoromethyl)oxazole-4-carboxylic acid), C(CCl)Cl (EDC), C1=CC2=C(N=C1)N(N=N2)O (HOAt), CCN(C(C)C)C(C)C (DIPEA), NC=1C=CC(=C(C1)NC=1C=C2C(N(C=NC2=CC1)C)=O)C (6-((5-amino-2-methylphenyl)amino)-3-methylquinazolin-4(3H)-one), C([O-])(O)=O.[Na+] (sodium bicarbonate). The solvent is C(Cl)Cl (DCM). The product is FC1=CC=C(C=C1)C1=C(N=C(O1)C(F)(F)F)C(=O)NC1=CC(=C(C=C1)C)NC=1C=C2C(N(C=NC2=CC1)C)=O (5-(4-fluorophenyl)-N-(4-methyl-3-((3-methyl-4-oxo-3,4-dihydroquinazolin-6-yl)amino)phenyl)-2-(trifluoromethyl)oxazole-4-carboxamide). Yield: 27.0%. As a reaction SMILES: [F:1][C:2]1[CH:7]=[CH:6][C:5]([C:8]2[O:12][C:11]([C:13]([F:16])([F:15])[F:14])=[N:10][C:9]=2[C:17]([OH:19])=O)=[CH:4][CH:3]=1.C(Cl)CCl.C1C=NC2N(O)N=NC=2C=1.CCN(C(C)C)C(C)C.[NH2:43][C:44]1[CH:45]=[CH:46][C:47]([CH3:63])=[C:48]([NH:50][C:51]2[CH:52]=[C:53]3[C:58](=[CH:59][CH:60]=2)[N:57]=[CH:56][N:55]([CH3:61])[C:54]3=[O:62])[CH:49]=1.C(=O)(O)[O-].[Na+]>C(Cl)Cl>[F:1][C:2]1[CH:3]=[CH:4][C:5]([C:8]2[O:12][C:11]([C:13]([F:14])([F:15])[F:16])=[N:10][C:9]=2[C:17]([NH:43][C:44]2[CH:45]=[CH:46][C:47]([CH3:63])=[C:48]([NH:50][C:51]3[CH:52]=[C:53]4[C:58](=[CH:59][CH:60]=3)[N:57]=[CH:56][N:55]([CH3:61])[C:54]4=[O:62])[CH:49]=2)=[O:19])=[CH:6][CH:7]=1 |f:5.6|. Reported procedure: To a flask containing DCM (3 mL) at 0° C. was added 5-(4-fluorophenyl)-2-(trifluoromethyl)oxazole-4-carboxylic acid (S-68) (17 mg, 0.06 mmol), EDC (10.6 mg, 0.07 mmol), HOAt (10.9 mg, 0.08 mmol), and DIPEA (0.043 mL, 0.25 mmol). The resulting solution was allowed to react at 0° C. for 1 hr, at which point 6-((5-amino-2-methylphenyl)amino)-3-methylquinazolin-4(3H)-one (HGM-7) (17.3 mg, 0.06 mmol) was added. The reaction was allowed to react for 18 hours at ambient temperature at which point satur... The reactants are COC1=C(C=CC=C1)CCCCC1=C(C=CC=C1)O (2-[4-(2-methoxyphenyl)butyl]phenol), CC(C)([O-])C.[K+] (potassium t-butoxide), C(Br)C1CO1 (epibromohydrin). Solvent: CC(=O)N(C)C (dimethylacetamide). The product is COC1=C(C=CC=C1)CCCCC1=C(OCC2OC2)C=CC=C1 (2-{2-[4-(2-Methoxyphenyl)butyl]phenoxymethyl}oxirane). Isolated yield 92.8%. As a reaction SMILES: [CH3:1][O:2][C:3]1[CH:8]=[CH:7][CH:6]=[CH:5][C:4]=1[CH2:9][CH2:10][CH2:11][CH2:12][C:13]1[CH:18]=[CH:17][CH:16]=[CH:15][C:14]=1[OH:19].[CH3:20][C:21](C)([O-:23])[CH3:22].[K+].C(C1OC1)Br>CC(N(C)C)=O>[CH3:1][O:2][C:3]1[CH:8]=[CH:7][CH:6]=[CH:5][C:4]=1[CH2:9][CH2:10][CH2:11][CH2:12][C:13]1[CH:18]=[CH:17][CH:16]=[CH:15][C:14]=1[O:19][CH2:20][CH:21]1[CH2:22][O:23]1 |f:1.2|. Reported procedure: Following a procedure similar to that described in Example 1(a), 230 mg of 2-[4-(2-methoxyphenyl)butyl]phenol (prepared as described in Preparation 4), 101 mg of potassium t-butoxide and 246 mg of epibromohydrin were reacted in 15 ml of dimethylacetamide. The crude product, extracted as described in Example 1(a), was purified as described in Example 1(a), to give 260 mg (yield 93%) of the title compound as an oil. Reactants: C(=O)(O)C1=NC2=CC(=CC=C2C(=C1)SC)Cl (2-carboxy-7-chloro-4-methylthioquinoline), C(C)OC(=O)N1CCN(CC1)C(=O)C(CCC(=O)OC(C)(C)C)N (4-ethoxycarbonyl-1-(1-amino-3-(1,1-dimethylethoxycarbonyl)propyl)carbonylpiperazine), CCN=C=NCCCN(C)C.Cl (EDCl), C=1C=CC2=C(C1)N=NN2O (HOBt). The solvent is C(C)(=O)OCC (ethyl acetate), C1CCOC1 (THF), CN(C)C=O (DMF). Conditions: time 8 hour. The product is desired product, C(C)OC(=O)N1CCN(CC1)C(=O)C(CCC(=O)O)NC(=O)C1=NC2=CC(=CC=C2C(=C1)SC)Cl (2-[1-(4-(ethoxycarbonyl)piperazin-1-yl)carbonyl-3-carboxypropyl]aminocarbonyl-7-chloro-4-(methylthio)quinoline). RXN SMILES: [C:1]([C:4]1[CH:13]=[C:12]([S:14][CH3:15])[C:11]2[C:6](=[CH:7][C:8]([Cl:16])=[CH:9][CH:10]=2)[N:5]=1)([OH:3])=O.[CH2:17]([O:19][C:20]([N:22]1[CH2:27][CH2:26][N:25]([C:28]([CH:30]([NH2:40])[CH2:31][CH2:32][C:33]([O:35]C(C)(C)C)=[O:34])=[O:29])[CH2:24][CH2:23]1)=[O:21])[CH3:18].CCN=C=NCCCN(C)C.Cl.C1C=CC2N(O)N=NC=2C=1>C1COCC1.CN(C=O)C.C(OCC)(=O)C>[CH2:17]([O:19][C:20]([N:22]1[CH2:23][CH2:24][N:25]([C:28]([CH:30]([NH:40][C:1]([C:4]2[CH:13]=[C:12]([S:14][CH3:15])[C:11]3[C:6](=[CH:7][C:8]([Cl:16])=[CH:9][CH:10]=3)[N:5]=2)=[O:3])[CH2:31][CH2:32][C:33]([OH:35])=[O:34])=[O:29])[CH2:26][CH2:27]1)=[O:21])[CH3:18] |f:2.3|. Procedure details: To a solution of 2-carboxy-7-chloro-4-mercaptoquinoline HCl salt (75 mg, 0.31 mmol) in DMF (3 mL) was added Mel (0.0425 mL, 2.5 eq.) and cesium carbonate (340 mg, 3.5 eq.). The resulting reaction mixture was stirred at 70° C. overnight. The reaction mixture was diluted with ethyl acetate and washed with water, brine, and dried over sodium sulfate. The solvent was evaporated. Flash column chromatograpgy with 1%–2% MeOH in methylene chloride afforded 2-(methoxycarbonyl)-7-chloro-4-methylthioquinol... Reactants: O=C=NC1CC(CN=C=O)(CC(C1)(C)C)C (isophorone diisocyanate), C(COCCOCCO)O (triethylene glycol), C(C=C)(=O)OCCO (2-hydroxyethyl acrylate). Yields the product C(C=C)(=O)O.NC(=O)OCC (urethane acrylate). RXN SMILES: O=C=[N:3]C1CC(C)(C)CC(C)(CN=C=O)C1.C(O)COCCOCCO.[C:27]([O:31][CH2:32][CH2:33]O)(=[O:30])[CH:28]=[CH2:29]>>[C:27]([OH:31])(=[O:30])[CH:28]=[CH2:29].[NH2:3][C:27]([O:31][CH2:32][CH3:33])=[O:30] |f:3.4|. Procedure details: 2 moles of isophorone diisocyanate, 1 mole of triethylene glycol, and 2 moles of 2-hydroxyethyl acrylate were reacted by a predetermined method so as to yield urethane acrylate as a monomer of a ultraviolet-curing resin. Subsequently, a monomeric composition was prepared by mixing 50 grams of the urethane acrylate, 25 grams of the acrylic ester compound obtained in Example 1, 25 grams of 1,6-hexanediol diacrylate as a monomer of the ultraviolet-curing resin, and 3 grams of benzylmethyl ketal as ...